Dataset: the Open Reaction Database (ORD), a public repository of structured organic reaction records. Task: describe an organic reaction: reactants, conditions, products, and yield Starting materials: CCO, Cl, N#Cc1ccc(N)c(Br)c1, CCOP([O-])(=S)SCC. The product is NC(=S)c1ccc(N)c(Br)c1. As a reaction SMILES: [CH3:21][CH2:22][OH:23].[ClH:20].[NH2:1][c:2]1[c:3]([Br:10])[cH:4][c:5]([C:6]#[N:7])[cH:8][cH:9]1.[P:11](=[S:12])([O-:13])([O:14][CH2:15][CH3:16])[S:17][CH2:18][CH3:19]>>[NH2:1][c:2]1[c:3]([Br:10])[cH:4][c:5]([C:6]([NH2:7])=[S:12])[cH:8][cH:9]1. The reactants are [N+](=O)([O-])C1=C(N[C@H](CC(=O)OC(C)(C)C)C2=CC=CC=C2)C=CC=C1 (tert-butyl (3R)-3-(2-nitroanilino)-3-phenylpropanoate), C(=O)[O-].[NH4+] (ammonium formate). The reagents and catalysts are [Pd] (palladium on carbon). Run in C(C)O (ethanol), O (water). The product is NC1=C(N[C@H](CC(=O)OC(C)(C)C)C2=CC=CC=C2)C=CC=C1 (tert-Butyl (3R)-3-(2-aminoanilino)-3-phenylpropanoate). Reaction SMILES: [N+:1]([C:4]1[CH:25]=[CH:24][CH:23]=[CH:22][C:5]=1[NH:6][C@@H:7]([C:16]1[CH:21]=[CH:20][CH:19]=[CH:18][CH:17]=1)[CH2:8][C:9]([O:11][C:12]([CH3:15])([CH3:14])[CH3:13])=[O:10])([O-])=O.C([O-])=O.[NH4+]>C(O)C.O.[Pd]>[NH2:1][C:4]1[CH:25]=[CH:24][CH:23]=[CH:22][C:5]=1[NH:6][C@@H:7]([C:16]1[CH:21]=[CH:20][CH:19]=[CH:18][CH:17]=1)[CH2:8][C:9]([O:11][C:12]([CH3:15])([CH3:14])[CH3:13])=[O:10] |f:1.2|. Procedure: To a solution of tert-butyl (3R)-3-(2-nitroanilino)-3-phenylpropanoate (100 mg, 292 μmol) in a mixture of ethanol and water (4 mL, 3:1), was added palladium on carbon (20 mg, 10% w/w Pd) and ammonium formate (191 mg, 3.03 mmol). The suspension was heated to reflux for 10 minutes, and was then cooled to room temperature, filtered through a pad of Celite®, and evaporated in vacuo. The residue was purified by flash column chromatography on silica gel, eluting with a mixture of dichloromethane and m...